Dataset: the Open Reaction Database (ORD), a public repository of structured organic reaction records. Task: describe an organic reaction: reactants, conditions, products, and yield Reactants: Cl, CCCCCOc1nc(N)c2nc(OC)n(Cc3ccccc3)c2n1, N. The product is CCCCCOc1nc(N)c2nc(O)n(Cc3ccccc3)c2n1. As a reaction SMILES: [ClH:27].[NH2:1][c:2]1[c:3]2[n:4][c:5]([O:24][CH3:25])[n:6]([CH2:17][c:18]3[cH:19][cH:20][cH:21][cH:22][cH:23]3)[c:7]2[n:8][c:9]([O:11][CH2:12][CH2:13][CH2:14][CH2:15][CH3:16])[n:10]1.[NH3:26]>>[NH2:1][c:2]1[c:3]2[n:4][c:5]([OH:24])[n:6]([CH2:17][c:18]3[cH:19][cH:20][cH:21][cH:22][cH:23]3)[c:7]2[n:8][c:9]([O:11][CH2:12][CH2:13][CH2:14][CH2:15][CH3:16])[n:10]1. Reactants: S(O)(O)(=O)=O (sulfuric acid), CNN (methylhydrazine), C(C)C(C(=O)[O-])(C(=O)C(=O)[O-])CC.[Na+].[Na+] (sodium diethyloxalacetate), C(C)O (ethanol). Run at time 2 hour. Product: C(C)OC(=O)C1=NN(C(=C1)O)C (3-Ethoxycarbonyl-5-hydroxy-1-methylpyrazole). RXN SMILES: S(=O)(=O)(O)O.[CH3:6][NH:7][NH2:8].C([C:11](CC)([C:15]([C:17]([O-:19])=[O:18])=O)[C:12]([O-:14])=O)C.[Na+].[Na+].[CH2:24](O)[CH3:25]>>[CH2:24]([O:19][C:17]([C:15]1[CH:11]=[C:12]([OH:14])[N:7]([CH3:6])[N:8]=1)=[O:18])[CH3:25] |f:2.3.4|. Procedure details: To 800 ml of ethanol were added 108 g (1.1 mol) of sulfuric acid, 92.1 g (2.0 mol) of methylhydrazine, and 462.4 g (2.20 mol) of sodium diethyloxalacetate. This mixture was stirred at room temperature for 2 hours, and then heated with refluxing and stirring for 3 hours. After the ethanol was distilled off, 800 ml of water was added to the residue. The resulting mixture was allowed to stand at room temperature overnight, and the crystals yielded were taken out by filtration and washed with water.... Starting materials: Cl.ClC1=CC=C2CCN(C2=C1)C1=NC=NC2=CC(=CC=C12)[N+](=O)[O-] (4-(6-Chloro-2,3-dihydro-indol-1-yl)-7-nitro-quinazoline hydrochloride). Reagents/catalysts: [Pd] (palladium on carbon). The solvent is CO (methanol). Product: ClC1=CC=C2CCN(C2=C1)C1=NC=NC2=CC(=CC=C12)NO (N-[4-(6-Chloro-2,3-dihydro-indol-1-yl)-quinazolin-7-yl]-hydroxylamine). As a reaction SMILES: Cl.[Cl:2][C:3]1[CH:11]=[C:10]2[C:6]([CH2:7][CH2:8][N:9]2[C:12]2[C:21]3[C:16](=[CH:17][C:18]([N+:22]([O-])=[O:23])=[CH:19][CH:20]=3)[N:15]=[CH:14][N:13]=2)=[CH:5][CH:4]=1>CO.[Pd]>[Cl:2][C:3]1[CH:11]=[C:10]2[C:6]([CH2:7][CH2:8][N:9]2[C:12]2[C:21]3[C:16](=[CH:17][C:18]([NH:22][OH:23])=[CH:19][CH:20]=3)[N:15]=[CH:14][N:13]=2)=[CH:5][CH:4]=1 |f:0.1|. Procedure: 4-(6-Chloro-2,3-dihydro-indol-1-yl)-7-nitro-quinazoline hydrochloride (2.90 g, 7.98 mmol) was dissolved in 700 mL methanol and hydrogenated with 10% palladium on carbon (0.50 g) for 10 minutes at 3 atm. Reaction mixture was filtered through celite and diluted with 1.5 L diethyl ether. Product was filtered and dried under vacuum to give bright yellow solid, 2.23 g (80%):M.P. 262°-263° C. (dec); GC-MS: 313 (M+), 315 (M+ +2); Calc. C16H13ClN4O.HCl: C,55.03; H,4.04; N,16.04; Found: C,55.18; H,4.28; ... The reactants are O=C1OCCC1C(=O)c1ccccc1[N+](=O)[O-], O=C1CC=CO1. Yields the product O=C(c1ccccc1[N+](=O)[O-])C1CC1. Reaction SMILES: [N+:7](=[O:8])([O-:9])[c:10]1[c:11]([C:12](=[O:13])[CH:14]2[C:16](=[O:19])[O:15][CH2:17][CH2:18]2)[cH:20][cH:21][cH:22][cH:23]1.[O:1]1[CH:2]=[CH:3][CH2:4][C:5]1=[O:6]>>[N+:7](=[O:8])([O-:9])[c:10]1[c:11]([C:12](=[O:13])[CH:14]2[CH2:17][CH2:18]2)[cH:20][cH:21][cH:22][cH:23]1.